Dataset: the Open Reaction Database (ORD), a public repository of structured organic reaction records. Task: describe an organic reaction: reactants, conditions, products, and yield Starting materials: solid, O.[Na+].N[C@@H](CCC(=O)O)C(=O)[O-] (L-glutamic acid monosodium salt monohydrate), N[C@@H](CCC(=O)[O-])C(=O)[O-].[Sr+2] (strontium L-glutamate), solid, [Cl-].[Zn+2].[Cl-] (zinc chloride), N[C@@H](CCC(=O)[O-])C(=O)[O-].[Na+].[Na+] (sodium glutamate). Run in O (water). Conditions: temperature 132 celsius. Yields the product O.O.N[C@@H](CCC(=O)[O-])C(=O)[O-].[Zn+2] (Zinc L-Glutamate Dihydrate). Yield: 95.0%. Reaction SMILES: N[C@H](C([O-])=O)CCC([O-])=[O:6].[Sr+2].N[C@H](C([O-])=O)CCC([O-])=[O:17].[Na+].[Na+].O.[Na+].[NH2:26][C@H:27]([C:33]([O-:35])=[O:34])[CH2:28][CH2:29][C:30]([OH:32])=[O:31].[Cl-].[Zn+2:37].[Cl-]>O>[OH2:6].[OH2:17].[NH2:26][C@H:27]([C:33]([O-:35])=[O:34])[CH2:28][CH2:29][C:30]([O-:32])=[O:31].[Zn+2:37] |f:0.1,2.3.4,5.6.7,8.9.10,12.13.14.15|. Procedure: Basically the reaction conditions found for preparation of strontium L-glutamate (Example 8) was employed. A suspension of sodium glutamate (white coloured) is prepared by adding 100 mL of millipore water to 18.714 g (0.1 moles) of solid L-glutamic acid monosodium salt monohydrate (ALDRICH G2834, MW 187.14, CAS 142-47-2) in a 250 mL beaker. To this suspension was added 13.628 g (0.1 moles) of solid zinc chloride (FLUKA, 96469, MW 136.28, CAS 7646-85-7). The reactants were placed in the sealed co... Product: Cl.COC1=CC=C2C=CC=C(C2=C1)N1CCN(CC1)CCNC(=O)OCC (1-(7-Methoxy-1-naphthyl)-4-[2-(ethoxycarbonylamino)ethyl]piperazine hydrochloride). Solvent: C(Cl)(Cl)Cl (chloroform). The reactants are COC1=CC=C2C=CC=C(C2=C1)N1CCN(CC1)CCN (1-(7-methoxy-1-naphthyl)-4-(2-aminoethyl)piperazine), ClC(=O)OCC (ethyl chloroformate). As a reaction SMILES: [CH3:1][O:2][C:3]1[CH:12]=[C:11]2[C:6]([CH:7]=[CH:8][CH:9]=[C:10]2[N:13]2[CH2:18][CH2:17][N:16]([CH2:19][CH2:20][NH2:21])[CH2:15][CH2:14]2)=[CH:5][CH:4]=1.[Cl:22][C:23]([O:25][CH2:26][CH3:27])=[O:24]>C(Cl)(Cl)Cl>[ClH:22].[CH3:1][O:2][C:3]1[CH:12]=[C:11]2[C:6]([CH:7]=[CH:8][CH:9]=[C:10]2[N:13]2[CH2:18][CH2:17][N:16]([CH2:19][CH2:20][NH:21][C:23]([O:25][CH2:26][CH3:27])=[O:24])[CH2:15][CH2:14]2)=[CH:5][CH:4]=1 |f:3.4|. Procedure details: This compound was prepared as indicated in the preceding example, from 1-(7-methoxy-1-naphthyl)-4-(2-aminoethyl)piperazine and ethyl chloroformate in chloroform. Reactants: Cl.ClC=1C2=C(N=CN1)NC1=CC=CC=C12 (4-Chloroindolo[2,3-d]pyrimidine hydrochloride), NC1=CC=CC=C1 (aniline). Solvent: C(C)O (ethanol). Yields the product N(C1=CC=CC=C1)C=1C2=C(N=CN1)NC1=CC=CC=C12 (4-anilinoindolo[2,3-d]pyrimidine). Yield: 18.8%. Reaction SMILES: Cl.Cl[C:3]1[C:4]2[C:15]3[C:10](=[CH:11][CH:12]=[CH:13][CH:14]=3)[NH:9][C:5]=2[N:6]=[CH:7][N:8]=1.[NH2:16][C:17]1[CH:22]=[CH:21][CH:20]=[CH:19][CH:18]=1>C(O)C>[NH:16]([C:3]1[C:4]2[C:15]3[C:10](=[CH:11][CH:12]=[CH:13][CH:14]=3)[NH:9][C:5]=2[N:6]=[CH:7][N:8]=1)[C:17]1[CH:22]=[CH:21][CH:20]=[CH:19][CH:18]=1 |f:0.1|. Reported procedure: 4-Chloroindolo[2,3-d]pyrimidine hydrochloride (R. G. Glushkov et. al., Khim.-Farm. Zh., 1967, 1(9), 25-32) (240 mg, 1 mmol) and aniline (0.27 mL, 3 mmol) in ethanol (1 mL) are heated under reflux for 6 h. The solvent is evaporated under reduced pressure, and the residue triturated with EtOAc to afford a tan powder which is filtered, and washed with cold ethanol. Recrystallization from acetone/pet. ether gives 4-anilinoindolo[2,3-d]pyrimidine (49 mg, 19%). 1H NMR (DMSO) δ1H, s), 8.84 (1H, s), 8.4... The reagents and catalysts are [Pt] (Pt/C). The solvent is CO (MeOH), C(Cl)Cl (DCM). Reactants: COCC(=O)NC1=NC=NC(=C1)OC1=CC=C(C2=CC=CC=C12)[N+](=O)[O-] (2-methoxy-N-(6-(4-nitronaphthalen-1-yloxy)pyrimidin-4-yl)acetamide), CC(=O)O (AcOH), [H][H] (hydrogen). Reported procedure: A solution of 2-methoxy-N-(6-(4-nitronaphthalen-1-yloxy)pyrimidin-4-yl)acetamide (400 mg, 1.13 mmol) in a mixture of MeOH and DCM and AcOH (2:2:1 v/v/v, 15 mL) was subjected to hydrogenation by passage through a Thales H-cube (1.0 mL min−1, RT, 55 mm CatCart, 10% Pt/C, full hydrogen mode) and was then evaporated in vacuo to afford the title compound, Intermediate M1, as a brown oil (400 mg, 90% purity, 98%); Rt 3.57 min (Method 1 basic); m/z 325 (M+H)+ (ES+). RXN SMILES: [CH3:1][O:2][CH2:3][C:4]([NH:6][C:7]1[CH:12]=[C:11]([O:13][C:14]2[C:23]3[C:18](=[CH:19][CH:20]=[CH:21][CH:22]=3)[C:17]([N+:24]([O-])=O)=[CH:16][CH:15]=2)[N:10]=[CH:9][N:8]=1)=[O:5].CC(O)=O.[H][H]>CO.C(Cl)Cl.[Pt]>[NH2:24][C:17]1[C:18]2[C:23](=[CH:22][CH:21]=[CH:20][CH:19]=2)[C:14]([O:13][C:11]2[N:10]=[CH:9][N:8]=[C:7]([NH:6][C:4](=[O:5])[CH2:3][O:2][CH3:1])[CH:12]=2)=[CH:15][CH:16]=1. Product: NC1=CC=C(C2=CC=CC=C12)OC1=CC(=NC=N1)NC(COC)=O (N-(6-(4-Aminonaphthalen-1-yloxy)pyrimidin-4-yl)-2-methoxy acetamid). Product: CC1(CN(CCC1)C[C@@H](C)[C@H]1CC=C2C=3CC[C@H]4C([C@H](CC[C@]4(C)C3CC[C@]12C)O)(C)C)C ((20S)-20-[(3,3-dimethylpiperidin-1-yl)methyl]-4,4-dimethyl-5α-pregna-8,14-dien-3β-ol). As a reaction SMILES: [OH:1][C@H:2]1[CH2:22][CH2:21][C@@:20]2([CH3:23])[CH:4]([CH2:5][CH2:6][C:7]3[C:8]4[C@:16]([CH3:24])([CH2:17][CH2:18][C:19]=32)[C@@H:11]([C@H:12]([CH3:15])[CH:13]=O)[CH2:10][CH:9]=4)[C:3]1([CH3:26])[CH3:25].[CH3:27][C:28]1([CH3:34])[CH2:33][CH2:32][CH2:31][NH:30][CH2:29]1.C(O[BH-](OC(=O)C)OC(=O)C)(=O)C.[Na+]>>[CH3:27][C:28]1([CH3:34])[CH2:33][CH2:32][CH2:31][N:30]([CH2:15][C@H:12]([C@@H:11]2[C@:16]3([CH3:24])[C:8]([C:7]4[CH2:6][CH2:5][C@@H:4]5[C@:20]([C:19]=4[CH2:18][CH2:17]3)([CH3:23])[CH2:21][CH2:22][C@H:2]([OH:1])[C:3]5([CH3:26])[CH3:25])=[CH:9][CH2:10]2)[CH3:13])[CH2:29]1 |f:2.3|. Procedure: (20S)-3β-hydroxy-4,4,20-trimethyl-pregna-8,14-dien-21-al was treated with 3,3-dimethyl-piperidine and sodium tris(acetoxy)borohydride as described in Example 1h). (20S)-20-[(3,3-dimethylpiperidin-1-yl)methyl]-4,4-dimethyl-5α-pregna-8,14-dien-3β-ol was isolated as a white solid. Starting materials: O[C@@H]1C(C2CCC=3C4=CC[C@H]([C@@H](C=O)C)[C@]4(CCC3[C@]2(CC1)C)C)(C)C ((20S)-3β-hydroxy-4,4,20-trimethyl-pregna-8,14-dien-21-al), CC1(CNCCC1)C (3,3-dimethyl-piperidine), C(C)(=O)O[BH-](OC(C)=O)OC(C)=O.[Na+] (sodium tris(acetoxy)borohydride). Reactants: C(Cl)(Cl)Cl (chloroform), NC1CCN(CC1)CCN1C(C=CC=2C=CC3=C(C12)OCCO3)=O (10-[2-(4-amino-1-piperidinyl)ethyl]-2,3-dihydro[1,4]dioxino[2,3-h]quinolin-9(10H)-one), [BH-](OC(=O)C)(OC(=O)C)OC(=O)C.[Na+] (NaBH(OAc)3), O1CCOC=2C=NC(=CC21)C=O (2,3-dihydro[1,4]dioxino[2,3-c]pyridine-7-carbaldehyde), O1CCOC=2C=NC(=CC21)C=O (2,3-dihydro[1,4]dioxino[2,3-c]pyridine-7-carboxaldehyde), O1CCOC=2C=NC(=CC21)C=O (2,3-dihydro[1,4]dioxino[2,3-c]pyridine-7-carbaldehyde), [BH-](OC(=O)C)(OC(=O)C)OC(=O)C.[Na+] (NaBH(OAc)3). Solvent: CO (MeOH). Reaction conditions: time 2.5 hour. Product: Cl.O1CCOC=2C=NC(=CC21)CNC2CCN(CC2)CCN2C(C=CC=1C=CC3=C(C21)OCCO3)=O (10-(2-{4-[(2,3-dihydro[1,4]dioxino[2,3-c]pyridin-7-ylmethyl)amino]-1-piperidinyl}ethyl)-2,3-dihydro[1,4]dioxino[2,3-h]quinolin-9(10H)-one Hydrochloride). Reaction SMILES: [NH2:1][CH:2]1[CH2:7][CH2:6][N:5]([CH2:8][CH2:9][N:10]2[C:19]3[C:18]4[O:20][CH2:21][CH2:22][O:23][C:17]=4[CH:16]=[CH:15][C:14]=3[CH:13]=[CH:12][C:11]2=[O:24])[CH2:4][CH2:3]1.[O:25]1[C:34]2[CH:33]=[C:32]([CH:35]=O)[N:31]=[CH:30][C:29]=2[O:28][CH2:27][CH2:26]1.[BH-](OC(C)=O)(OC(C)=O)OC(C)=O.[Na+].C(Cl)(Cl)[Cl:52]>CO>[ClH:52].[O:25]1[C:34]2[CH:33]=[C:32]([CH2:35][NH:1][CH:2]3[CH2:3][CH2:4][N:5]([CH2:8][CH2:9][N:10]4[C:19]5[C:18]6[O:20][CH2:21][CH2:22][O:23][C:17]=6[CH:16]=[CH:15][C:14]=5[CH:13]=[CH:12][C:11]4=[O:24])[CH2:6][CH2:7]3)[N:31]=[CH:30][C:29]=2[O:28][CH2:27][CH2:26]1 |f:2.3,6.7|. Procedure details: 10-[2-(4-amino-1-piperidinyl)ethyl]-2,3-dihydro[1,4]dioxino[2,3-h]quinolin-9(10H)-one (100 mg; 0.304 mmol) and 2,3-dihydro[1,4]dioxino[2,3-c]pyridine-7-carboxaldehyde (for a synthesis see WO2004058144, Example 2(c) or WO03/087098, Example 19(d)) (50 mg; 0.304 mmol) were dissolved in a 5:1 mixture of chloroform and MeOH (5 ml:1 ml) and stirred at rt for 2.5 h. More 2,3-dihydro[1,4]dioxino[2,3-c]pyridine-7-carbaldehyde (10 mg; 0.031 mmol) was added to the reaction and stirred for 20 mins. This was... Starting materials: BrC=1C=C(SC1)C(=O)NC=1OC(=NN1)C=1OC=CC1 (4-bromo-N-[5-(2-furyl)-1,3,4-oxadiazol-2-yl]-2-thiophenecarboxamide), C(C)C1=CC=C(C=C1)C1=CC=C(C=C1)B(O)O (4′-ethyl-4-biphenylboronic acid). Yields the product C(C)C1=CC=C(C=C1)C1=CC=C(C=C1)C=1C=C(SC1)C(=O)NC=1OC(=NN1)C=1OC=CC1 (4-(4′-Ethyl-4-biphenylyl)-N-[5-(2-furyl)-1,3,4-oxadiazol-2-yl]-2-thiophenecarboxamide). Reaction SMILES: Br[C:2]1[CH:3]=[C:4]([C:7]([NH:9][C:10]2[O:11][C:12]([C:15]3[O:16][CH:17]=[CH:18][CH:19]=3)=[N:13][N:14]=2)=[O:8])[S:5][CH:6]=1.[CH2:20]([C:22]1[CH:27]=[CH:26][C:25]([C:28]2[CH:33]=[CH:32][C:31](B(O)O)=[CH:30][CH:29]=2)=[CH:24][CH:23]=1)[CH3:21]>>[CH2:20]([C:22]1[CH:27]=[CH:26][C:25]([C:28]2[CH:33]=[CH:32][C:31]([C:2]3[CH:3]=[C:4]([C:7]([NH:9][C:10]4[O:11][C:12]([C:15]5[O:16][CH:17]=[CH:18][CH:19]=5)=[N:13][N:14]=4)=[O:8])[S:5][CH:6]=3)=[CH:30][CH:29]=2)=[CH:24][CH:23]=1)[CH3:21]. Procedure: The title compound was synthesized in accordance with the synthesis method of compound Ia-50, using 4-bromo-N-[5-(2-furyl)-1,3,4-oxadiazol-2-yl]-2-thiophenecarboxamide prepared in Reference Example 12 instead of compound Ia-50 and using commercially available 4′-ethyl-4-biphenylboronic acid instead of 1-methyl-5-indoleboronic acid pinacol ester. Reactants: C(C1=CC=CC=C1)OC1=C(C=CC(=C1)\C=C\C=1N(N=CC1)COCC1=CC=CC=C1)N1CC(N(S1(=O)=O)CC[Si](C)(C)C)=O (5-{2-benzyloxy-4-[(E)-2-(2-benzyloxymethyl-2H-pyrazol-3-yl)-vinyl]-phenyl}-1,1-dioxo-2-(2-trimethylsilanylethyl)-1,2,5-thiadiazolidin-3-one), [F-].[Cs+] (CsF). The solvent is CN(C)C=O (DMF). Conditions: temperature 60 celsius. Yields the product C(C1=CC=CC=C1)OC1=C(C=CC(=C1)\C=C\C=1N(N=CC1)COCC1=CC=CC=C1)N1CC(NS1(=O)=O)=O (5-{2-Benzyloxy-4-[(E)-2-(2-benzyloxymethyl-2H-pyrazol-3-yl)-vinyl]-phenyl}-1,1-dioxo-1,2,5-thiadiazolidin-3-one). As a reaction SMILES: [CH2:1]([O:8][C:9]1[CH:14]=[C:13](/[CH:15]=[CH:16]/[C:17]2[N:18]([CH2:22][O:23][CH2:24][C:25]3[CH:30]=[CH:29][CH:28]=[CH:27][CH:26]=3)[N:19]=[CH:20][CH:21]=2)[CH:12]=[CH:11][C:10]=1[N:31]1[S:35](=[O:37])(=[O:36])[N:34](CC[Si](C)(C)C)[C:33](=[O:44])[CH2:32]1)[C:2]1[CH:7]=[CH:6][CH:5]=[CH:4][CH:3]=1.[F-].[Cs+]>CN(C=O)C>[CH2:1]([O:8][C:9]1[CH:14]=[C:13](/[CH:15]=[CH:16]/[C:17]2[N:18]([CH2:22][O:23][CH2:24][C:25]3[CH:30]=[CH:29][CH:28]=[CH:27][CH:26]=3)[N:19]=[CH:20][CH:21]=2)[CH:12]=[CH:11][C:10]=1[N:31]1[S:35](=[O:37])(=[O:36])[NH:34][C:33](=[O:44])[CH2:32]1)[C:2]1[CH:7]=[CH:6][CH:5]=[CH:4][CH:3]=1 |f:1.2|. Procedure: A mixture of 5-{2-benzyloxy-4-[(E)-2-(2-benzyloxymethyl-2H-pyrazol-3-yl)-vinyl]-phenyl}-1,1-dioxo-2-(2-trimethylsilanylethyl)-1,2,5-thiadiazolidin-3-one (330 mg, 0.50 mmol)) and CsF (400 mg, 2.6 mmol) in DMF (5 mL) is heated at 60° C. for 18 h. The mixture is partitioned between aqueous NH4Cl and EtOAc and the organic layer is concentrated to afford the title compound which is used directly in the next step: (M+1)+=531.